This data is from the Open Reaction Database (ORD), a public repository of structured organic reaction records. The task is: describe an organic reaction: reactants, conditions, products, and yield Starting materials: C1(=CC=CC=C1)CCCCN (4-phenylbutylamine), COC(COC1=CC=C(C=C1)CN)=O (methyl[4-(aminomethyl)phenoxy]acetate), acetate salt, ClCC=1N=C(SC1)C1=CC=C(C(=O)Cl)C=C1 (4-[4-(chloromethyl)-1,3-thiazol-2-yl]benzoyl chloride), C1(CCCCC1)C(=O)Cl (cyclohexanecarbonyl chloride). Yields the product C1(CCCCC1)C(=O)N(CC=1N=C(SC1)C1=CC=C(C=C1)C(=O)NCCCCC1=CC=CC=C1)CC1=CC=C(OCC(=O)O)C=C1 ({4-[((cyclohexylcarbonyl){[2-(4-{[(4-phenylbutyl)amino]carbonyl}phenyl)-1,3-thiazol-4-yl]methyl}amino)methyl]phenoxy}acetic acid). RXN SMILES: [C:1]1([CH2:7][CH2:8][CH2:9][CH2:10][NH2:11])[CH:6]=[CH:5][CH:4]=[CH:3][CH:2]=1.Cl[CH2:13][C:14]1[N:15]=[C:16]([C:19]2[CH:27]=[CH:26][C:22]([C:23](Cl)=[O:24])=[CH:21][CH:20]=2)[S:17][CH:18]=1.[CH:28]1([C:34](Cl)=[O:35])[CH2:33][CH2:32][CH2:31][CH2:30][CH2:29]1.C[O:38][C:39](=[O:50])[CH2:40][O:41][C:42]1[CH:47]=[CH:46][C:45]([CH2:48][NH2:49])=[CH:44][CH:43]=1>>[CH:28]1([C:34]([N:49]([CH2:48][C:45]2[CH:46]=[CH:47][C:42]([O:41][CH2:40][C:39]([OH:50])=[O:38])=[CH:43][CH:44]=2)[CH2:13][C:14]2[N:15]=[C:16]([C:19]3[CH:27]=[CH:26][C:22]([C:23]([NH:11][CH2:10][CH2:9][CH2:8][CH2:7][C:1]4[CH:6]=[CH:5][CH:4]=[CH:3][CH:2]=4)=[O:24])=[CH:21][CH:20]=3)[S:17][CH:18]=2)=[O:35])[CH2:33][CH2:32][CH2:31][CH2:30][CH2:29]1. Procedure details: The title compound was prepared following the procedure A using 4-phenylbutylamine, 4-[4-(chloromethyl)-1,3-thiazol-2-yl]benzoyl chloride, cyclohexanecarbonyl chloride and methyl[4-(aminomethyl)phenoxy]acetate, acetate salt. M+(ESI): 640.2 Reactants: O=C1C2=C(OCC3=C1C=CC=C3)C=CC(=C2)CCO (2-(6,11-Dihydro-11-oxodibenz[b,e]oxepin-2-yl)ethanol), C(Cl)Cl (CH2Cl2), C1(=CC=CC=C1)N=C=O (phenylisocyanate). Run in C1(=CC=CC=C1)C (toluene). Reaction conditions: time 8 hour. The product is C(NC1=CC=CC=C1)(OCCC1=CC2=C(OCC3=C(C2=O)C=CC=C3)C=C1)=O (2-(6,11-Dihydro-11-oxodibenz[b,e]oxepin-2-yl)ethyl carbanilate). The yield is 67.8%. RXN SMILES: [O:1]=[C:2]1[C:8]2[CH:9]=[CH:10][CH:11]=[CH:12][C:7]=2[CH2:6][O:5][C:4]2[CH:13]=[CH:14][C:15]([CH2:17][CH2:18][OH:19])=[CH:16][C:3]1=2.C(Cl)Cl.[C:23]1([N:29]=[C:30]=[O:31])[CH:28]=[CH:27][CH:26]=[CH:25][CH:24]=1>C1(C)C=CC=CC=1>[C:30](=[O:31])([O:19][CH2:18][CH2:17][C:15]1[CH:14]=[CH:13][C:4]2[O:5][CH2:6][C:7]3[CH:12]=[CH:11][CH:10]=[CH:9][C:8]=3[C:2](=[O:1])[C:3]=2[CH:16]=1)[NH:29][C:23]1[CH:28]=[CH:27][CH:26]=[CH:25][CH:24]=1. Procedure details: A stirred solution of 2.54 g (0.01 mol) of 2-(6,11-dihydro-11-oxodibenz[b,e]oxepin-2-yl)ethanol of Example 1, 20 ml of sieve dried CH2Cl2 and 1.55 g (0.013 mol) of phenylisocyanate was heated 20 hours under reflux with exclusion of moisture. The cooled solution was concentrated on a rotary evaporator to afford an oil which was dissolved in 10 ml of hot toluene. The solution was seeded with product (previously obtained by the method described herein), stirred until a thick suspension formed and a... Starting materials: ClCCl, CC(C)(C)OC(=O)N1CC=C(c2cc3nccc(Oc4ccc([N+](=O)[O-])cc4F)c3s2)CC1. Yields the product O=[N+]([O-])c1ccc(Oc2ccnc3cc(C4=CCNCC4)sc23)c(F)c1. Reaction SMILES: [Cl:34][CH2:35][Cl:36].[F:1][c:2]1[c:3]([O:4][c:5]2[c:6]3[c:7]([n:8][cH:9][cH:10]2)[cH:11][c:12]([C:14]2=[CH:15][CH2:16][N:17]([C:20]([O:21][C:22]([CH3:23])([CH3:24])[CH3:25])=[O:26])[CH2:18][CH2:19]2)[s:13]3)[cH:27][cH:28][c:29]([N+:31](=[O:32])[O-:33])[cH:30]1>>[F:1][c:2]1[c:3]([O:4][c:5]2[c:6]3[c:7]([n:8][cH:9][cH:10]2)[cH:11][c:12]([C:14]2=[CH:15][CH2:16][NH:17][CH2:18][CH2:19]2)[s:13]3)[cH:27][cH:28][c:29]([N+:31](=[O:32])[O-:33])[cH:30]1. The reactants are O=C(O)c1[nH]cnc1Br, ClCCCl, N#Cc1cc(Cl)cc(Oc2c(Br)ccc(CN)c2F)c1, CN(C)C=O, On1nnc2ccccc21. Yields the product N#Cc1cc(Cl)cc(Oc2c(Br)ccc(CNC(=O)c3[nH]cnc3Br)c2F)c1. RXN SMILES: [Br:35][c:36]1[n:37][cH:38][nH:39][c:40]1[C:41](=[O:42])[OH:43].[CH2:1]([Cl:2])[CH2:3][Cl:4].[NH2:15][CH2:16][c:17]1[c:18]([F:34])[c:19]([O:24][c:25]2[cH:26][c:27]([C:28]#[N:29])[cH:30][c:31]([Cl:33])[cH:32]2)[c:20]([Br:23])[cH:21][cH:22]1.[O:44]=[CH:45][N:46]([CH3:47])[CH3:48].[OH:5][n:6]1[c:7]2[c:8]([cH:9][cH:10][cH:11][cH:12]2)[n:13][n:14]1>>[NH:15]([CH2:16][c:17]1[c:18]([F:34])[c:19]([O:24][c:25]2[cH:26][c:27]([C:28]#[N:29])[cH:30][c:31]([Cl:33])[cH:32]2)[c:20]([Br:23])[cH:21][cH:22]1)[C:41]([c:40]1[c:36]([Br:35])[n:37][cH:38][nH:39]1)=[O:42].